From a dataset of the Open Reaction Database (ORD), a public repository of structured organic reaction records. describe an organic reaction: reactants, conditions, products, and yield Reactants: ClC1=CC=2C3=C(NC2C=C1)CC(N(C3)C)C (8-chloro-2,3,4,5-tetrahydro-2,3-dimethyl-1H-pyrido[4,3-b]indole), FC(C1=NC=C(C=C1)C=C)(F)F (2-(trifluoromethyl)-5-vinylpyridine), [OH-].[K+] (KOH). Run in CN1CCCC1=O (NMP). Yields the product ClC1=CC=2C3=C(N(C2C=C1)CCC=1C=NC(=CC1)C(F)(F)F)CC(N(C3)C)C (8-chloro-5-(2-(6-(trifluoromethyl)pyridin-3-yl)ethyl)-2,3,4,5-tetrahydro-2,3-dimethyl-1H-pyrido[4,3-b]indole). Reaction SMILES: [Cl:1][C:2]1[CH:10]=[CH:9][C:8]2[NH:7][C:6]3[CH2:11][CH:12]([CH3:16])[N:13]([CH3:15])[CH2:14][C:5]=3[C:4]=2[CH:3]=1.[F:17][C:18]([F:28])([F:27])[C:19]1[CH:24]=[CH:23][C:22]([CH:25]=[CH2:26])=[CH:21][N:20]=1.[OH-].[K+]>CN1C(=O)CCC1>[Cl:1][C:2]1[CH:10]=[CH:9][C:8]2[N:7]([CH2:26][CH2:25][C:22]3[CH:21]=[N:20][C:19]([C:18]([F:28])([F:17])[F:27])=[CH:24][CH:23]=3)[C:6]3[CH2:11][CH:12]([CH3:16])[N:13]([CH3:15])[CH2:14][C:5]=3[C:4]=2[CH:3]=1 |f:2.3|. Procedure: The title compound is prepared from a mixture of 8-chloro-2,3,4,5-tetrahydro-2,3-dimethyl-1H-pyrido[4,3-b]indole, 2-(trifluoromethyl)-5-vinylpyridine and KOH (5-7 equiv) in NMP at a temperature ranging between 25 deg C. to 100 deg C. The product obtained is isolated by preparative HPLC. Reactants: FC=1C=C(C=CC1)C1OC2=CC=C(C=C2C(C1)=O)O (2-(3-fluorophenyl)-6-hydroxychroman-4-one), OC1=C(C=C(C=C1)O)C(C)=O (2′,5′-dihydroxyacetophenone), ClC1=CC=C(C=O)C=C1 (4-chlorobenzaldehyde). Yields the product OC=1C=C2C(CC(OC2=CC1)C1=CC=C(C=C1)Cl)=O (6-Hydroxy-2-(4-chlorophenyl)chroman-4-one). As a reaction SMILES: F[C:2]1[CH:3]=[C:4]([CH:8]2[CH2:17][C:16](=[O:18])[C:15]3[C:10](=[CH:11][CH:12]=[C:13]([OH:19])[CH:14]=3)[O:9]2)[CH:5]=[CH:6][CH:7]=1.OC1C=CC(O)=CC=1C(=O)C.[Cl:31]C1C=CC(C=O)=CC=1>>[OH:19][C:13]1[CH:14]=[C:15]2[C:10](=[CH:11][CH:12]=1)[O:9][CH:8]([C:4]1[CH:5]=[CH:6][C:7]([Cl:31])=[CH:2][CH:3]=1)[CH2:17][C:16]2=[O:18]. Reported procedure: 6-Hydroxy-2-(4-chlorophenyl)chroman-4-one was prepared as described for 2-(3-fluorophenyl)-6-hydroxychroman-4-one in Example 9(a) starting from 3.0 g of 2′,5′-dihydroxyacetophenone and 2.8 g of 4-chlorobenzaldehyde. The product was triturated from ethanol. 1H NMR (400 MHz, d6-DMSO) δ: 9.46 (s, 1H), 7.56 (d, 2H, J 8.5 Hz), 7.45 (d, 2H, J 8.5 Hz), 7.11 (d, 1H, J 2.8 Hz), 7.04 (dd, 1H, J 8.9, 2.8 Hz), 6.96 (d, 1H, J 8.9 Hz), 5.58 (dd, 1H, J 13.1, 2.9 Hz), 3.15 (dd, 1H, J −16.8, 13.1 Hz), 2.79 (dd, ... The reactants are C(C1=CC=CC=C1)OCC(/C(/N)=N/O)(C)NS(=O)C(C)(C)C ((Z)-3-(benzyloxy)-2-(1,1-dimethylethylsulfinamido)-N′-hydroxy-2-methylpropanimidamide), C([O-])([O-])=O.[K+].[K+] (potassium carbonate), C(C)(=O)OC(C)=O (acetic anhydride). Run in CN(C)C=O (DMF). Reaction conditions: time 1 hour. The product is C(C1=CC=CC=C1)OCC(C1=NOC(=N1)C)(C)NS(=O)C(C)(C)C (N-[2-benzyloxy-1-methyl-1-(5-methyl-1,2,4-oxadiazol-3-yl)ethyl]-2-methyl-propane-2-sulfinamide). Isolated yield 89.4%. As a reaction SMILES: [CH2:1]([O:8][CH2:9][C:10]([NH:16][S:17]([C:19]([CH3:22])([CH3:21])[CH3:20])=[O:18])([CH3:15])/[C:11](=[N:13]/[OH:14])/[NH2:12])[C:2]1[CH:7]=[CH:6][CH:5]=[CH:4][CH:3]=1.C(=O)([O-])[O-].[K+].[K+].[C:29](OC(=O)C)(=O)[CH3:30]>CN(C=O)C>[CH2:1]([O:8][CH2:9][C:10]([NH:16][S:17]([C:19]([CH3:22])([CH3:21])[CH3:20])=[O:18])([CH3:15])[C:11]1[N:12]=[C:29]([CH3:30])[O:14][N:13]=1)[C:2]1[CH:7]=[CH:6][CH:5]=[CH:4][CH:3]=1 |f:1.2.3|. Procedure: To a solution of (Z)-3-(benzyloxy)-2-(1,1-dimethylethylsulfinamido)-N′-hydroxy-2-methylpropanimidamide (Example 112b, 1.25 g, 3.82 mmol) in dry DMF (25 ml) was added potassium carbonate (633 mg, 4.58 mmol) followed by addition of acetic anhydride (390 mg, 360 uL, 3.82 mmol). The reaction mixture was stirred at room temperature for 1 hour and was then stirred at 120° C. for 2 hours. DMF was removed in vacuo and the residue was dissolved in ethyl acetate which was extracted with a 1.0M aqueous sol... Reactants: CCO, Cl, CCCC12CCC(=O)C=C1c1c(cc(OCC(=O)OCC)c(Cl)c1Cl)C2N, [Na+], [OH-], O. Product: CCCC12CCC(=O)C=C1c1c(cc(OCC(=O)O)c(Cl)c1Cl)C2N. As a reaction SMILES: [CH3:29][CH2:30][OH:31].[ClH:1].[NH2:2][CH:3]1[c:4]2[cH:5][c:6]([O:22][CH2:23][C:24](=[O:25])[O:26][CH2:27][CH3:28])[c:7]([Cl:21])[c:8]([Cl:20])[c:9]2[C:10]2=[CH:11][C:12](=[O:19])[CH2:13][CH2:14][C:15]12[CH2:16][CH2:17][CH3:18].[Na+:34].[OH-:33].[OH2:32]>>[NH2:2][CH:3]1[c:4]2[cH:5][c:6]([O:22][CH2:23][C:24](=[O:25])[OH:26])[c:7]([Cl:21])[c:8]([Cl:20])[c:9]2[C:10]2=[CH:11][C:12](=[O:19])[CH2:13][CH2:14][C:15]12[CH2:16][CH2:17][CH3:18]. Starting materials: O1CCCC1 (tetrahydrofuran), CN1CC(CCC1)C(=O)NCC1CCCCCCC1 (1-methyl-3-cyclooctylmethylaminocarbonylpiperidine), [H-].[Al+3].[Li+].[H-].[H-].[H-] (lithium aluminum hydride), [OH-].[Na+] (sodium hydroxide). Solvent: CO (methanol). The product is CN1CC(CCC1)CNCC1CCCCCCC1 (N-(1-methyl-3-piperidinylmethyl)-N-cyclooctylmethylamine). Yield: 85.8%. Reaction SMILES: O1CCCC1.[CH3:6][N:7]1[CH2:12][CH2:11][CH2:10][CH:9]([C:13]([NH:15][CH2:16][CH:17]2[CH2:24][CH2:23][CH2:22][CH2:21][CH2:20][CH2:19][CH2:18]2)=O)[CH2:8]1.[H-].[Al+3].[Li+].[H-].[H-].[H-].[OH-].[Na+]>CO>[CH3:6][N:7]1[CH2:12][CH2:11][CH2:10][CH:9]([CH2:13][NH:15][CH2:16][CH:17]2[CH2:24][CH2:23][CH2:22][CH2:21][CH2:20][CH2:19][CH2:18]2)[CH2:8]1 |f:2.3.4.5.6.7,8.9|. Reported procedure: To 50 ml of distilled tetrahydrofuran were added 3.2 g of 1-methyl-3-cyclooctylmethylaminocarbonylpiperidine and 1.5 g of lithium aluminum hydride. The mixture was refluxed for 10 hours under a nitrogen current. After cooling, the reaction mixture was mixed with methanol and 2N sodium hydroxide. The resulting mixture was stirred and then the insoluble materials were removed by filtration. The filtrate was concentrated. The residue was distilled in a glass tube over under reduced pressure to obta... Procedure: Ethyl (5-chloro-1,3-dihydro-2-benzofuran-1-yl)-acetate (2.79 g, 11.6 mmol) in THF (60 mL) was cooled to −78° C. and di-isobutylaluminium hydride (1M in toluene) (12.7 mL, 12.7 mmol) was added dropwise. After 1 h, the reaction mixture was quenched with a saturated solution of sodium tartrate (150 mL), allowed to warm to room temperature and stirred for 1 h. The layers were separated and the aqueous layer extracted with ethyl acetate. The combined organic layers were dried (MgSO4), filtered and ev... Product: ClC1=CC2=C(C(OC2)CCO)C=C1 (2-(5-Chloro-1,3-dihydro-2-benzofuran-1-yl)ethanol). Conditions: time 1 hour. Solvent: C1CCOC1 (THF). Starting materials: [H-].C(C(C)C)[Al+]CC(C)C (di-isobutylaluminium hydride), ClC1=CC2=C(C(OC2)CC(=O)OCC)C=C1 (Ethyl (5-chloro-1,3-dihydro-2-benzofuran-1-yl)-acetate), [BH4-].[Na+] (sodium borohydride). RXN SMILES: [Cl:1][C:2]1[CH:16]=[CH:15][C:5]2[CH:6]([CH2:9][C:10](OCC)=[O:11])[O:7][CH2:8][C:4]=2[CH:3]=1.[H-].C([Al+]CC(C)C)C(C)C.[BH4-].[Na+]>C1COCC1>[Cl:1][C:2]1[CH:16]=[CH:15][C:5]2[CH:6]([CH2:9][CH2:10][OH:11])[O:7][CH2:8][C:4]=2[CH:3]=1 |f:1.2,3.4|.